From a dataset of the Open Reaction Database (ORD), a public repository of structured organic reaction records. describe an organic reaction: reactants, conditions, products, and yield The reactants are COC(C\N=C(/C1=C(C=CC=C1)Br)\C1=C(C=CC(=C1)F)N)=O ((Z)-N-[(2-amino-5-fluorophenyl)(2-bromophenyl)methylene]glycine methyl ester), O.C1(=CC=C(C=C1)S(=O)(=O)O)C (p-toluenesulfonic acid monohydrate). The solvent is C1(=CC=CC=C1)C (toluene). The product is BrC1=C(C=CC=C1)C1=NCC(NC2=C1C=C(C=C2)F)=O (5-(2-bromophenyl)-7-fluoro-1,3-dihydro-1,4-benzodiazepine-2 (2H)-one). The yield is 83.7%. Reaction SMILES: C[O:2][C:3](=O)[CH2:4]/[N:5]=[C:6](/[C:14]1[CH:19]=[C:18]([F:20])[CH:17]=[CH:16][C:15]=1[NH2:21])\[C:7]1[CH:12]=[CH:11][CH:10]=[CH:9][C:8]=1[Br:13].O.C1(C)C=CC(S(O)(=O)=O)=CC=1>C1(C)C=CC=CC=1>[Br:13][C:8]1[CH:9]=[CH:10][CH:11]=[CH:12][C:7]=1[C:6]1[C:14]2[CH:19]=[C:18]([F:20])[CH:17]=[CH:16][C:15]=2[NH:21][C:3](=[O:2])[CH2:4][N:5]=1 |f:1.2|. Reported procedure: A solution of 72.7 g (0.199 moles) of (Z)-N-[(2-amino-5-fluorophenyl)(2-bromophenyl)methylene]glycine methyl ester), 1450 mL of toluene, and 42.8 g (0.225 moles) of p-toluenesulfonic acid monohydrate was heated to reflux for 3 hours under nitrogen After cooling, the product crystallized out of the reaction mixture The resultant suspension was filtered and the collected solid was washed twice with 100 mL of toluene, followed by two washes with 100 mL of hexane. The solid was partitioned between 1...